This data is from the Open Reaction Database (ORD), a public repository of structured organic reaction records. The task is: describe an organic reaction: reactants, conditions, products, and yield The reactants are N1(CCOCC1)CCO (morpholine ethanol), S(=O)(Cl)Cl (thionyl chloride), resultant mixture. Run in C1=CC=CC=C1 (benzene), C1=CC=CC=C1 (benzene). The product is Cl.ClCCN1CCOCC1 (chloroethylmorpholine hydrochloride). The yield is 151.8%. As a reaction SMILES: [N:1]1([CH2:7][CH2:8]O)[CH2:6][CH2:5][O:4][CH2:3][CH2:2]1.S(Cl)([Cl:12])=O>C1C=CC=CC=1>[ClH:12].[Cl:12][CH2:8][CH2:7][N:1]1[CH2:6][CH2:5][O:4][CH2:3][CH2:2]1 |f:3.4|. Procedure details: In 2 l of benzene was dissolved 623 g of morpholine ethanol. The solution was stirred while maintaining its temperature below 35° C. with ice-cooling, followed by dropwise addition of 735 g of thionyl chloride in 500 ml of benzene. Upon completion of the dropping, the resultant mixture was refluxed with stirring for 4 hours. After cooling, the crystalline precipitate was collected to give 872.4 g (yield: 98.7%) of chloroethylmorpholine hydrochloride having a melting point of 180°-182° C. Starting materials: C1(=CC=CC=C1)C1CNC(C12CCNCC2)=O (rac-4-phenyl-2,8-diaza-spiro[4.5]decan-1-one), C12CCCCC2O1 (7-oxa-bicyclo[4.1.0]heptane). The solvent is C(C)O (ethanol). Yields the product O=C1C(CCCC1)N1CCC2(C(CNC2=O)C2=CC=CC=C2)CC1 (rac-8-(2-Oxo-cyclohexyl)-4-phenyl-2,8-diaza-spiro[4.5]decan-1-one). Isolated yield 97.7%. Reaction SMILES: [C:1]1([CH:7]2[C:11]3([CH2:16][CH2:15][NH:14][CH2:13][CH2:12]3)[C:10](=[O:17])[NH:9][CH2:8]2)[CH:6]=[CH:5][CH:4]=[CH:3][CH:2]=1.[CH:18]12[O:24][CH:23]1[CH2:22][CH2:21][CH2:20][CH2:19]2>C(O)C>[O:24]=[C:23]1[CH2:18][CH2:19][CH2:20][CH2:21][CH:22]1[N:14]1[CH2:13][CH2:12][C:11]2([C:10](=[O:17])[NH:9][CH2:8][CH:7]2[C:1]2[CH:2]=[CH:3][CH:4]=[CH:5][CH:6]=2)[CH2:16][CH2:15]1. Procedure details: A suspension of rac-4-phenyl-2,8-diaza-spiro[4.5]decan-1-one (13.10 g, 56.9 mmol) and 7-oxa-bicyclo[4.1.0]heptane (5.58 g, 56.9 mmol) in ethanol (250 mL) was heated under reflux for 3 days. After cooling to room temperature the mixture was filtered and the filtrate evaporated to afford the title compound (18.14 g, 97%) which was obtained as off-white solid. MS: m/e=329.3 (M+H). Product: C1(=CC=CC=C1)CCN1N=C(C(=C1Cl)C(=O)OCC)N(CC1=CC=C(C=C1)C1=C(C=CC=C1)C1=NN=NN1C(C1=CC=CC=C1)(C1=CC=CC=C1)C1=CC=CC=C1)CCC (N-[1-(2-phenylethyl)-5-chloro-4-ethoxycarbonylpyrazol-3-yl]-N-[(2'-(N-triphenylmethyl-(1H-tetrazol-5-yl))-biphenyl-4-yl)methyl]-n-propylamine). Reported procedure: 0.24 ml of 1.6M n-butyl lithium/hexane solution were added to THF solution (10 ml) of 231 mg of N-[1-(2-phenylethyl)-5-bromo-4-ethoxycarbonylpyrazol-3-yl]-N-[(2'-(N-triphenylmethyl-(1H-tetrazol-5-yl))biphenyl-4-yl)methyl]-n-propylamine, while cooling with dry ice-acetone. After stirred for 30 minutes, 49 mg of N-chlorosuccinimide were added thereto and stirred for 30 minutes. 10 ml of aqueous ammonium chloride solution were added to the reaction solution, THF was distilled off under reduced pres... Solvent: C1CCOC1 (THF), C1CCOC1 (THF). Reaction conditions: time 30 minute. As a reaction SMILES: [CH2:1]([Li])[CH2:2][CH2:3][CH3:4].CCCC[CH2:10][CH3:11].C1([CH2:18][CH2:19][N:20]2[C:24](Br)=[C:23]([C:26]([O:28][CH2:29][CH3:30])=[O:27])[C:22]([N:31]([CH2:69][CH2:70][CH3:71])[CH2:32][C:33]3[CH:38]=[CH:37][C:36]([C:39]4[CH:44]=[CH:43][CH:42]=[CH:41][C:40]=4[C:45]4[N:49]([C:50]([C:63]5[CH:68]=[CH:67][CH:66]=[CH:65][CH:64]=5)([C:57]5[CH:62]=[CH:61][CH:60]=[CH:59][CH:58]=5)[C:51]5[CH:56]=[CH:55][CH:54]=[CH:53][CH:52]=5)[N:48]=[N:47][N:46]=4)=[CH:35][CH:34]=3)=[N:21]2)C=CC=CC=1.C(=O)=O.CC(C)=O.[Cl:79]N1C(=O)CCC1=O.[Cl-].[NH4+]>C1COCC1>[C:4]1([CH2:18][CH2:19][N:20]2[C:24]([Cl:79])=[C:23]([C:26]([O:28][CH2:29][CH3:30])=[O:27])[C:22]([N:31]([CH2:69][CH2:70][CH3:71])[CH2:32][C:33]3[CH:34]=[CH:35][C:36]([C:39]4[CH:44]=[CH:43][CH:42]=[CH:41][C:40]=4[C:45]4[N:49]([C:50]([C:51]5[CH:56]=[CH:55][CH:54]=[CH:53][CH:52]=5)([C:57]5[CH:62]=[CH:61][CH:60]=[CH:59][CH:58]=5)[C:63]5[CH:64]=[CH:65][CH:66]=[CH:67][CH:68]=5)[N:48]=[N:47][N:46]=4)=[CH:37][CH:38]=3)=[N:21]2)[CH:11]=[CH:10][CH:1]=[CH:2][CH:3]=1 |f:0.1,3.4,6.7|. Starting materials: C(CCC)[Li].CCCCCC (n-butyl lithium hexane), C1(=CC=CC=C1)CCN1N=C(C(=C1Br)C(=O)OCC)N(CC1=CC=C(C=C1)C1=C(C=CC=C1)C1=NN=NN1C(C1=CC=CC=C1)(C1=CC=CC=C1)C1=CC=CC=C1)CCC (N-[1-(2-phenylethyl)-5-bromo-4-ethoxycarbonylpyrazol-3-yl]-N-[(2'-(N-triphenylmethyl-(1H-tetrazol-5-yl))biphenyl-4-yl)methyl]-n-propylamine), ClN1C(CCC1=O)=O (N-chlorosuccinimide), [Cl-].[NH4+] (ammonium chloride), C(=O)=O.CC(=O)C (dry ice acetone). The reactants are aqueous solution, C(=O)(O)[O-].[Na+] (NaHCO3), O (water), C1(=CC=CC=C1)C (toluene), [OH-].[K+] (KOH), S(+) 2-octyl p-toluenesulfonate, C(C1=CC=CC=C1)=NC1=CC=C(C=C1)O (Benzylidene-p-hydroxyaniline). Run in C(C)O (ethanol). Product: C(C1=CC=CC=C1)=NC1=CC=C(C=C1)OC(CCCCCC)C (benzylidene-p-(1-methyl-heptyloxy)aniline). Reaction SMILES: [CH:1](=[N:8][C:9]1[CH:14]=[CH:13][C:12]([OH:15])=[CH:11][CH:10]=1)[C:2]1[CH:7]=[CH:6][CH:5]=[CH:4][CH:3]=1.[OH-].[K+].[C:18]([O-])(O)=O.[Na+].O.[C:24]1([CH3:30])[CH:29]=[CH:28][CH:27]=[CH:26][CH:25]=1>C(O)C>[CH:1](=[N:8][C:9]1[CH:10]=[CH:11][C:12]([O:15][CH:24]([CH3:30])[CH2:29][CH2:28][CH2:27][CH2:26][CH2:25][CH3:18])=[CH:13][CH:14]=1)[C:2]1[CH:3]=[CH:4][CH:5]=[CH:6][CH:7]=1 |f:1.2,3.4|. Procedure details: Benzylidene-p-hydroxyaniline as a known substance (m.p.: 185° C.) (140 g) was dissolved in ethanol (700 ml) containing KOH (43 g), followed by dropwise adding S(+)-2-octyl p-toluenesulfonate (218 g) at 70° C., heating the mixture under reflux for 20 hours, adding a 5% aqueous solution of NaHCO3 (50 ml), water (200 ml) and toluene (800 ml), separating the toluene layer, washing with a 2N aqueous solution of NaOH, distilling off toluene and recrystallizing from ethanol to obtain optically active b...